From a dataset of the Open Reaction Database (ORD), a public repository of structured organic reaction records. describe an organic reaction: reactants, conditions, products, and yield The reactants are O=C(O)CCC[P+](c1ccccc1)(c1ccccc1)c1ccccc1, CS(C)=O, [Cl-], O=C(c1ccc(F)cc1)c1ccc(F)cc1, [H-], [Na+], C1CCOC1. Yields the product O=C(O)CCC=C(c1ccc(F)cc1)c1ccc(F)cc1. Reaction SMILES: [C:8](=[O:9])([OH:10])[CH2:11][CH2:12][CH2:13][P+:14]([c:15]1[cH:16][cH:17][cH:18][cH:19][cH:20]1)([c:21]1[cH:22][cH:23][cH:24][cH:25][cH:26]1)[c:27]1[cH:28][cH:29][cH:30][cH:31][cH:32]1.[CH3:3][S:4]([CH3:5])=[O:6].[Cl-:7].[F:33][c:34]1[cH:35][cH:36][c:37]([C:38](=[O:39])[c:40]2[cH:41][cH:42][c:43]([F:46])[cH:44][cH:45]2)[cH:47][cH:48]1.[H-:1].[Na+:2].[O:49]1[CH2:50][CH2:51][CH2:52][CH2:53]1>>[C:8](=[O:9])([OH:10])[CH2:11][CH2:12][CH:13]=[C:38]([c:37]1[cH:36][cH:35][c:34]([F:33])[cH:48][cH:47]1)[c:40]1[cH:41][cH:42][c:43]([F:46])[cH:44][cH:45]1. The reactants are IC1=NC=CC=C1 (2-iodopyridine), C(C1=CC=CC=C1)N1C(=NC2=C1C=CC=C2)CCC#C (1-benzyl-2-(but-3-ynyl)-1H-benzo[d]imidazole). Product: C(C1=CC=CC=C1)N1C(=NC2=C1C=CC=C2)CCC#CC2=NC=CC=C2 (1-benzyl-2-(4-(pyridin-2-yl)but-3-ynyl)-1H-benzo[d]imidazole). Yield: 24.7%. RXN SMILES: I[C:2]1[CH:7]=[CH:6][CH:5]=[CH:4][N:3]=1.[CH2:8]([N:15]1[C:19]2[CH:20]=[CH:21][CH:22]=[CH:23][C:18]=2[N:17]=[C:16]1[CH2:24][CH2:25][C:26]#[CH:27])[C:9]1[CH:14]=[CH:13][CH:12]=[CH:11][CH:10]=1>>[CH2:8]([N:15]1[C:19]2[CH:20]=[CH:21][CH:22]=[CH:23][C:18]=2[N:17]=[C:16]1[CH2:24][CH2:25][C:26]#[C:27][C:2]1[CH:7]=[CH:6][CH:5]=[CH:4][N:3]=1)[C:9]1[CH:10]=[CH:11][CH:12]=[CH:13][CH:14]=1. Reported procedure: The title compound was prepared in accordance with the general method of Example 192(A), from 2-iodopyridine (38 mg, 0.18 mmol) and 1-benzyl-2-(but-3-ynyl)-1H-benzo[d]imidazole (49 mg, 0.18 mmol). The crude residue was purified over silicagel chromatography (prepacked 2 g silicagel column, DCM/MeOH: from 100/0 to 98/2 as eluent) to afford 15 mg of 1-benzyl-2-(4-(pyridin-2-yl)but-3-ynyl)-1H-benzo[d]imidazole as a yellow oily solid (Yield: 23%). The reactants are ClC=1C=C(C(=C(C(=O)OC)C1)CC)N(C1CCOCC1)C (methyl 5-chloro-2-ethyl-3-[methyl(oxan-4-yl)amino]benzoate), [OH-].[Na+] (NaOH), Cl (HCl), CO (MeOH). Run in C1CCOC1 (THF). Run at temperature 50 celsius, time 27 hour. Product: ClC=1C=C(C(=C(C(=O)O)C1)CC)N(C1CCOCC1)C (5-chloro-2-ethyl-3-[methyl(oxan-4-yl)amino]benzoic acid). The yield is 97.6%. As a reaction SMILES: [Cl:1][C:2]1[CH:3]=[C:4]([N:14]([CH3:21])[CH:15]2[CH2:20][CH2:19][O:18][CH2:17][CH2:16]2)[C:5]([CH2:12][CH3:13])=[C:6]([CH:11]=1)[C:7]([O:9]C)=[O:8].[OH-].[Na+].CO.Cl>C1COCC1>[Cl:1][C:2]1[CH:3]=[C:4]([N:14]([CH3:21])[CH:15]2[CH2:20][CH2:19][O:18][CH2:17][CH2:16]2)[C:5]([CH2:12][CH3:13])=[C:6]([CH:11]=1)[C:7]([OH:9])=[O:8] |f:1.2|. Procedure: To a solution of methyl 5-chloro-2-ethyl-3-[methyl(oxan-4-yl)amino]benzoate (334 mg, 1.07 mmol) in THF (11 ml) was added 4M NaOH (10.7 ml). The reaction mixture was stirred at 50° C. for 27 hours. MeOH (5 ml) was added to the reaction mixture and this was stirred for a further 21 hours at 50° C. The reaction mixture was acidified to pH 2-3 with 6M HCl and extracted with DCM (5×10 ml). The combined organic extracts were dried over MgSO4, filtered and concentrated under reduced pressure to give 31... Starting materials: N1C(NC(C12CCC1(OCCO1)CC2)=O)=O (9,12-dioxa-1,3-diazadispiro[4.2.4.2]tetradecane-2,4-dione), Cl (HCl). The solvent is CCO (EtOH). Conditions: time 18 hour. The product is N1C(NC(C12CCC(CC2)=O)=O)=O (1,3-Diazaspiro[4.5]decane-2,4,8-trione). RXN SMILES: [NH:1]1[C:5]2([CH2:14][CH2:13][C:8]3(OCC[O:9]3)[CH2:7][CH2:6]2)[C:4](=[O:15])[NH:3][C:2]1=[O:16].Cl>CCO>[NH:1]1[C:5]2([CH2:6][CH2:7][C:8](=[O:9])[CH2:13][CH2:14]2)[C:4](=[O:15])[NH:3][C:2]1=[O:16]. Procedure details: A suspension of 9,12-dioxa-1,3-diazadispiro[4.2.4.2]tetradecane-2,4-dione (6.33 g, 28.0 mmol) in HCl (6N) (28 mL, 168 mmol) and EtOH (66.0 mL) was stirred at RT for 18 hours. The mixture was partially evaporated (about ½ volume), cooled in an ice bath and brought to a pH of approximately 10. The aqueous layer was extracted with DCM (2×200 mL), and the aqueous layer concentrated. The residue was triturated with THF (2×100 mL), and solids were removed by filtration. The filtrate was evaporated to ... Reactants: NC1=CC=CC=C1 (aniline), O1CCCC1 (tetrahydrofuran), FC1=C(C(=O)NC2=CC=C(C=C2)OC2=NC=CC=C2C2=NC(=NC=C2)NC)C=CC=N1 (2-fluoro-N-(4-(3-(2-(methylamino)pyrimidin-4-yl)pyridin-2-yloxy)phenyl)nicotinamide), Cl (HCl). The solvent is C[Si](C)(C)[N-][Si](C)(C)C.[Li+] (lithium bis(trimethylsilyl)amide), O (Water), CCOC(=O)C.O (EtOAc water). Conditions: temperature 70 celsius, time 2 hour. The product is CNC1=NC=CC(=N1)C=1C(=NC=CC1)OC1=CC=C(C=C1)NC(C1=C(N=CC=C1)NC1=CC=CC=C1)=O (N-(4-(3-(2-(methylamino)pyrimidin-4-yl)pyridin-2-yloxy)phenyl)-2-(phenylamino)nicotinamide). Reaction SMILES: [NH2:1][C:2]1[CH:7]=[CH:6][CH:5]=[CH:4][CH:3]=1.O1CCCC1.F[C:14]1[N:43]=[CH:42][CH:41]=[CH:40][C:15]=1[C:16]([NH:18][C:19]1[CH:24]=[CH:23][C:22]([O:25][C:26]2[C:31]([C:32]3[CH:37]=[CH:36][N:35]=[C:34]([NH:38][CH3:39])[N:33]=3)=[CH:30][CH:29]=[CH:28][N:27]=2)=[CH:21][CH:20]=1)=[O:17].Cl>C[Si]([N-][Si](C)(C)C)(C)C.[Li+].CCOC(C)=O.O.O>[CH3:39][NH:38][C:34]1[N:33]=[C:32]([C:31]2[C:26]([O:25][C:22]3[CH:23]=[CH:24][C:19]([NH:18][C:16](=[O:17])[C:15]4[CH:40]=[CH:41][CH:42]=[N:43][C:14]=4[NH:1][C:2]4[CH:7]=[CH:6][CH:5]=[CH:4][CH:3]=4)=[CH:20][CH:21]=3)=[N:27][CH:28]=[CH:29][CH:30]=2)[CH:37]=[CH:36][N:35]=1 |f:4.5,6.7|. Reported procedure: To a brown solution of aniline (0.18 ml, 1.9 mmol) in lithium bis(trimethylsilyl)amide, 1.0 m solution in tetrahydrofuran (1.9 ml, 1.9 mmol) was added 2-fluoro-N-(4-(3-(2-(methylamino)pyrimidin-4-yl)pyridin-2-yloxy)phenyl)nicotinamide (0.200 g, 0.48 mmol). The mixture was sealed and heated to 70° C. After 2 h, the reaction was cooled to ambient temperature. Water was added, and the pH was adjusted with 6N HCl until slightly acidic. Add to EtOAc/water. Wash the mixture 1× with brine. The organic ... Starting materials: Cl (HCl), ClC(=O)OC1CC(CCC1C(C)C)C (menthyl chloroformate), N1=CC=CC=C1 (pyridine), C(CCC)N (n-butylamine). Run in O (water), C1(=CC=CC=C1)C (toluene). Run at time 12 hour. The product is C(C)(C)[C@H]1[C@@H](C[C@@H](CC1)C)OC(NCCCC)=O (Butyl-carbamic acid (1R,2S,5R)-2-isopropyl-5-methyl-cyclohexyl ester). Reaction SMILES: Cl[C:2]([O:4][CH:5]1[CH:10]([CH:11]([CH3:13])[CH3:12])[CH2:9][CH2:8][CH:7]([CH3:14])[CH2:6]1)=[O:3].[N:15]1C=[CH:19][CH:18]=[CH:17][CH:16]=1.C(N)CCC.Cl>C1(C)C=CC=CC=1.O>[CH:11]([C@@H:10]1[CH2:9][CH2:8][C@@H:7]([CH3:14])[CH2:6][C@H:5]1[O:4][C:2](=[O:3])[NH:15][CH2:16][CH2:17][CH2:18][CH3:19])([CH3:13])[CH3:12]. Reported procedure: 66.6 g of menthyl chloroformate (70% in toluene) were added to a mixture of 16.6 g of pyridine and 21.9 g n-butylamine in 100 mL toluene at 0° C. over a period of 50 minutes. After stirring for 12 hours at room temperature, 100 mL of 2M HCl and subsequently 50 mL water were added, the phases separated and the water phase discarded. After washing with saturated NaHCO3-solution and water the organic phase was dried and evaporated to yield 55.1 g of crude product which was recrystallized from 30 g ... Reactants: CO, ClCCl, O=C1CCN(c2ccc(N3CC(COc4ccon4)OC3=O)cc2F)CC1, NNCCO. Product: O=C1OC(COc2ccon2)CN1c1ccc(N2CCC(=NNCCO)CC2)c(F)c1. RXN SMILES: [CH3:33][OH:34].[Cl:35][CH2:36][Cl:37].[O:1]=[C:2]1[CH2:3][CH2:4][N:5]([c:8]2[c:9]([F:27])[cH:10][c:11]([N:14]3[C:15](=[O:26])[O:16][CH:17]([CH2:19][O:20][c:21]4[n:22][o:23][cH:24][cH:25]4)[CH2:18]3)[cH:12][cH:13]2)[CH2:6][CH2:7]1.[OH:28][CH2:29][CH2:30][NH:31][NH2:32]>>[C:2]1(=[N:32][NH:31][CH2:30][CH2:29][OH:28])[CH2:3][CH2:4][N:5]([c:8]2[c:9]([F:27])[cH:10][c:11]([N:14]3[C:15](=[O:26])[O:16][CH:17]([CH2:19][O:20][c:21]4[n:22][o:23][cH:24][cH:25]4)[CH2:18]3)[cH:12][cH:13]2)[CH2:6][CH2:7]1.